Dataset: the Open Reaction Database (ORD), a public repository of structured organic reaction records. Task: describe an organic reaction: reactants, conditions, products, and yield Reactants: CCO, O=Cc1ccccc1, Nc1cc([N+](=O)[O-])ccc1O. Yields the product O=[N+]([O-])c1ccc(O)c(N=Cc2ccccc2)c1. As a reaction SMILES: [CH3:20][CH2:21][OH:22].[CH:12](=[O:13])[c:14]1[cH:15][cH:16][cH:17][cH:18][cH:19]1.[NH2:1][c:2]1[c:3]([OH:11])[cH:4][cH:5][c:6]([N+:8](=[O:9])[O-:10])[cH:7]1>>[N:1]([c:2]1[c:3]([OH:11])[cH:4][cH:5][c:6]([N+:8](=[O:9])[O-:10])[cH:7]1)=[CH:12][c:14]1[cH:15][cH:16][cH:17][cH:18][cH:19]1. The reactants are CN(C)C1=NC=CC=C1 (dimethylaminopyridine), COC1=C(C(=O)O)C=CC=C1OC (2,3-dimethoxybenzoic acid), OC(C)N1C=C(C2=CC=CC=C12)C=1C(NC(C1C1=CN(C2=CC(=CC=C12)[N+](=O)[O-])C)=O)=O (3-[1-(1-hydroxy-ethyl)-1H-indol-3-yl]-4-(1-methyl-6-nitro-1H-indol-3-yl)-pyrrole-2,5-dione), C(CCl)Cl (EDC). Solvent: C(Cl)Cl (CH2Cl2). Run at time 0.5 hour. The product is CN1C=C(C2=CC=C(C=C12)[N+](=O)[O-])C1=C(C(NC1=O)=O)C1=CN(C2=CC=CC=C12)C(C)OC(C1=C(C(=CC=C1)OC)OC)=O (2,3-dimethoxy-benzoic acid 1-{3-[4-(1-methyl-6-nitro-1H-indol-3-yl)-2,5-dioxo-2,5-dihydro-1H-pyrrol-3-yl]-indol-1-yl}-ethyl ester). Isolated yield 51.1%. RXN SMILES: [OH:1][CH:2]([N:4]1[C:12]2[C:7](=[CH:8][CH:9]=[CH:10][CH:11]=2)[C:6]([C:13]2[C:14](=[O:32])[NH:15][C:16](=[O:31])[C:17]=2[C:18]2[C:26]3[C:21](=[CH:22][C:23]([N+:27]([O-:29])=[O:28])=[CH:24][CH:25]=3)[N:20]([CH3:30])[CH:19]=2)=[CH:5]1)[CH3:3].C(Cl)CCl.CN(C1C=CC=CN=1)C.[CH3:46][O:47][C:48]1[C:56]([O:57][CH3:58])=[CH:55][CH:54]=[CH:53][C:49]=1[C:50](O)=[O:51]>C(Cl)Cl>[CH3:30][N:20]1[C:21]2[C:26](=[CH:25][CH:24]=[C:23]([N+:27]([O-:29])=[O:28])[CH:22]=2)[C:18]([C:17]2[C:16](=[O:31])[NH:15][C:14](=[O:32])[C:13]=2[C:6]2[C:7]3[C:12](=[CH:11][CH:10]=[CH:9][CH:8]=3)[N:4]([CH:2]([O:1][C:50](=[O:51])[C:49]3[CH:53]=[CH:54][CH:55]=[C:56]([O:57][CH3:58])[C:48]=3[O:47][CH3:46])[CH3:3])[CH:5]=2)=[CH:19]1. Procedure details: To a solution of 3-[1-(1-hydroxy-ethyl)-1H-indol-3-yl]-4-(1-methyl-6-nitro-1H-indol-3-yl)-pyrrole-2,5-dione (165.3 mg, 0.678 mmol) (from step d) above), EDC.HCL (284.5 mg, 1.484 mmol), and dimethylaminopyridine (185.5 mg, 1.58 mmol) in 20 mL of CH2Cl2 was added 2,3-dimethoxybenzoic acid (287.4 mg, 0.668 mmol). The solution was stirred at room temperature for 0.5 hour, washed with saturated NaHCO3, brine, dried over magnesium sulfate, and evaporated. The residue was purified by flash chromatograp...